Task: describe an organic reaction: reactants, conditions, products, and yield. Dataset: the Open Reaction Database (ORD), a public repository of structured organic reaction records The reactants are C(C(=O)Cl)(=O)Cl (oxalyl chloride), III, NC1CC(CCC1)=O (1-amino-cyclohexan-3-one), C(=O)C=C (acrolein), ClC(C=O)=CCl (2,3-dichloroacrolein). The solvent is C(Cl)Cl (methylene chloride), C(Cl)Cl (methyene chloride), CN(C=O)C (dimethylformamide), CN(C=O)C (dimethylformamide). The product is ClC=1C=NC=2CCCC(C2C1)=O (3-chloro-5,6,7,8-tetrahydroquinolin-5-one). As a reaction SMILES: C(Cl)(=O)C(Cl)=O.[Cl:7][C:8](=[CH:11]Cl)[CH:9]=O.[NH2:13][CH:14]1[CH2:19][CH2:18][CH2:17][C:16](=[O:20])[CH2:15]1.C(C=C)=O>C(Cl)Cl.CN(C)C=O>[Cl:7][C:8]1[CH:9]=[N:13][C:14]2[CH2:19][CH2:18][CH2:17][C:16](=[O:20])[C:15]=2[CH:11]=1. Procedure: In reaction 3 of Scheme 1, a solution of oxalyl chloride in methylene chloride is added dropwise to a solution of chloromalondialdehyde III in methyene chloride and a phase transfer catalyst, such as dimethylformamide, under inert reaction conditions. The reaction mixture is stirred at room temperature until conversion to the corresponding 2,3-dichloroacrolein is complete. In reaction 4 of Scheme 1, a solution of 1-amino-cyclohexan-3-one VI in dimethylformamide is added dropwise to the above acr... The reactants are BrCCOCCBr, CN1CCCC1=O, [H-], [Na+], COC(=O)Cc1ccccc1. Product: COC(=O)C1(c2ccccc2)CCOCC1. RXN SMILES: [Br:3][CH2:4][CH2:5][O:6][CH2:7][CH2:8][Br:9].[CH3:21][N:22]1[CH2:23][CH2:24][CH2:25][C:26]1=[O:27].[H-:2].[Na+:1].[c:10]1([CH2:16][C:17](=[O:18])[O:19][CH3:20])[cH:11][cH:12][cH:13][cH:14][cH:15]1>>[CH2:4]1[CH2:5][O:6][CH2:7][CH2:8][C:16]1([c:10]1[cH:11][cH:12][cH:13][cH:14][cH:15]1)[C:17](=[O:18])[O:19][CH3:20]. The product is COC(=O)C(C1CCN(Cc2ccccc2)CC1)C(O)c1ccccc1[N+](=O)[O-]. Reactants: COC(=O)CC1CCN(Cc2ccccc2)CC1, CCCCC, CC(C)NC(C)C, [Li]CCCC, O=Cc1ccccc1[N+](=O)[O-], C1CCOC1. As a reaction SMILES: [CH2:18]([c:19]1[cH:20][cH:21][cH:22][cH:23][cH:24]1)[N:25]1[CH2:26][CH2:27][CH:28]([CH2:31][C:32](=[O:33])[O:34][CH3:35])[CH2:29][CH2:30]1.[CH3:13][CH2:14][CH2:15][CH2:16][CH3:17].[CH:1]([NH:2][CH:3]([CH3:4])[CH3:5])([CH3:6])[CH3:7].[Li:8][CH2:9][CH2:10][CH2:11][CH3:12].[N+:36](=[O:37])([O-:38])[c:39]1[c:40]([CH:41]=[O:42])[cH:43][cH:44][cH:45][cH:46]1.[O:47]1[CH2:48][CH2:49][CH2:50][CH2:51]1>>[CH2:18]([c:19]1[cH:20][cH:21][cH:22][cH:23][cH:24]1)[N:25]1[CH2:26][CH2:27][CH:28]([CH:31]([C:32](=[O:33])[O:34][CH3:35])[CH:41]([c:40]2[c:39]([N+:36](=[O:37])[O-:38])[cH:46][cH:45][cH:44][cH:43]2)[OH:42])[CH2:29][CH2:30]1. Reactants: NC=1C(=NC(=NC1N)OCCOC1=NC=CC=C1)N1CCOCC1 (5,6-Diamino-2-[2-(pyridin-2-yloxy)-ethoxy]-4-morphlinopyrimidine), C1(=CC(=CC=C1)N=C=O)C (m-tolyl isocyanate). The solvent is C1CCOC1 (THF). Run at time 15 hour. The product is N1(CCOCC1)C1=C2N=C(NC2=NC(=N1)OCCOC1=NC=CC=C1)NC=1C=C(C=CC1)C ({6-morpholin-4-yl-2-[2-(pyridin-2-yloxy)-ethoxy]-9H-purin-8-yl}-m-tolyl-amine). Yield: 21.2%. As a reaction SMILES: [NH2:1][C:2]1[C:3]([N:19]2[CH2:24][CH2:23][O:22][CH2:21][CH2:20]2)=[N:4][C:5]([O:9][CH2:10][CH2:11][O:12][C:13]2[CH:18]=[CH:17][CH:16]=[CH:15][N:14]=2)=[N:6][C:7]=1[NH2:8].[C:25]1([CH3:34])[CH:30]=[CH:29][CH:28]=[C:27]([N:31]=[C:32]=O)[CH:26]=1>C1COCC1>[N:19]1([C:3]2[N:4]=[C:5]([O:9][CH2:10][CH2:11][O:12][C:13]3[CH:18]=[CH:17][CH:16]=[CH:15][N:14]=3)[N:6]=[C:7]3[C:2]=2[N:1]=[C:32]([NH:31][C:27]2[CH:26]=[C:25]([CH3:34])[CH:30]=[CH:29][CH:28]=2)[NH:8]3)[CH2:20][CH2:21][O:22][CH2:23][CH2:24]1. Procedure: 5,6-Diamino-2-[2-(pyridin-2-yloxy)-ethoxy]-4-morphlinopyrimidine (0.332 g, 1.00 mmol, 1.00 equiv.) and m-tolyl isocyanate (0.133 g, 1.00 mmol, 1.00 equiv.) were mixed in 10 mL THF and stirred at room temperature for 15 hours. THF was removed, and the residue was treated with POCl3 in 2 mL CH3NO2 at 100° C. for 30 minutes. The reaction mixture was neutralized with 2N NaOH solution at 0° C., and subjected to EtOAc extraction. The organic solution was dried over MgSO4, filtered through a plug of si...